Dataset: the Open Reaction Database (ORD), a public repository of structured organic reaction records. Task: describe an organic reaction: reactants, conditions, products, and yield Starting materials: ClC1=C(C(=O)NC(C=O)C2=CC=C(C=C2)S(=O)(=O)CCC)C=CC(=C1)Cl (2,4-dichloro-N-{2-oxo-1-[4-(propylsulphonyl)phenyl]-ethyl}benzamide), COC[C@@H]1NCCC1 ((R)-2-(methoxymethyl)pyrrolidine), C(C)(=O)O[BH-](OC(C)=O)OC(C)=O.[Na+] (sodium triacetoxyborohydride). Solvent: ClCCCl (1,2-dichloroethane). Reaction conditions: time 8 hour. Product: ClC1=C(C(=O)NC(CN2[C@H](CCC2)COC)C2=CC=C(C=C2)S(=O)(=O)CCC)C=CC(=C1)Cl (2,4-Dichloro-N-{2-[(2R)-2-(methoxymethyl)pyrrolidin-1-yl]-1-[4-(propylsulphonyl)-phenyl]ethyl}benzamide). Reaction SMILES: [Cl:1][C:2]1[CH:25]=[C:24]([Cl:26])[CH:23]=[CH:22][C:3]=1[C:4]([NH:6][CH:7]([C:10]1[CH:15]=[CH:14][C:13]([S:16]([CH2:19][CH2:20][CH3:21])(=[O:18])=[O:17])=[CH:12][CH:11]=1)[CH:8]=O)=[O:5].[CH3:27][O:28][CH2:29][C@H:30]1[CH2:34][CH2:33][CH2:32][NH:31]1.C(O[BH-](OC(=O)C)OC(=O)C)(=O)C.[Na+]>ClCCCl>[Cl:1][C:2]1[CH:25]=[C:24]([Cl:26])[CH:23]=[CH:22][C:3]=1[C:4]([NH:6][CH:7]([C:10]1[CH:11]=[CH:12][C:13]([S:16]([CH2:19][CH2:20][CH3:21])(=[O:18])=[O:17])=[CH:14][CH:15]=1)[CH2:8][N:31]1[CH2:32][CH2:33][CH2:34][C@@H:30]1[CH2:29][O:28][CH3:27])=[O:5] |f:2.3|. Procedure details: To a solution of 2,4-dichloro-N-{2-oxo-1-[4-(propylsulphonyl)phenyl]-ethyl}benzamide (135 mg, 0.33 mmol) in 1,2-dichloroethane (5 mL) under nitrogen was added (R)-2-(methoxymethyl)pyrrolidine (81 □L, 0.66 mmol) followed by sodium triacetoxyborohydride (138 mg, 0.65 mmol) and the resulting mixture was stirred at room temperature overnight. The reaction mixture was quenched by addition of satd. NaHCO3(aq) and the product extracted into ethyl acetate (×2). The combined organic extracts were washed ... Starting materials: CC(=O)[O-], COc1ccc(-c2nc(S)[nH]c2-c2ccc(OC)cc2)cc1, CN(C)C=O, O=N[O-], Nc1cccc(F)c1, [Na+], [Na+], O, O=S(=O)(O)O. The product is COc1ccc(-c2nc(Sc3cccc(F)c3)[nH]c2-c2ccc(OC)cc2)cc1. Reaction SMILES: [CH3:14][C:15](=[O:16])[O-:17].[CH3:18][O:19][c:20]1[cH:21][cH:22][c:23](-[c:26]2[n:27][c:28]([SH:39])[nH:29][c:30]2-[c:31]2[cH:32][cH:33][c:34]([O:37][CH3:38])[cH:35][cH:36]2)[cH:24][cH:25]1.[CH3:46][N:47]([CH3:48])[CH:49]=[O:50].[N:9]([O-:10])=[O:11].[NH2:1][c:2]1[cH:3][cH:4][cH:5][c:6]([F:7])[cH:8]1.[Na+:12].[Na+:13].[OH2:45].[S:40](=[O:41])(=[O:42])([OH:43])[OH:44]>>[c:2]1([S:39][c:28]2[nH:27][c:26](-[c:23]3[cH:22][cH:21][c:20]([O:19][CH3:18])[cH:25][cH:24]3)[c:30](-[c:31]3[cH:32][cH:33][c:34]([O:37][CH3:38])[cH:35][cH:36]3)[n:29]2)[cH:3][cH:4][cH:5][c:6]([F:7])[cH:8]1. The reactants are [BH3-]C#N, O=C([O-])O, CC(=O)[O-], CO, CCOC(C)=O, Cl, Cc1cc(C=O)ccc1F, COC(=O)C1C2CCC(C2)C1N, [Na+], [Na+], [Na+]. Yields the product COC(=O)C1C2CCC(C2)C1NCc1ccc(F)c(C)c1. As a reaction SMILES: [C:29]([BH3-:30])#[N:31].[C:33](=[O:34])([OH:35])[O-:36].[CH3:15][C:16](=[O:17])[O-:18].[CH3:38][OH:39].[CH3:40][CH2:41][O:42][C:43](=[O:44])[CH3:45].[ClH:1].[F:19][c:20]1[c:21]([CH3:28])[cH:22][c:23]([CH:24]=[O:25])[cH:26][cH:27]1.[NH2:2][CH:3]1[CH:4]([C:10](=[O:11])[O:12][CH3:13])[CH:5]2[CH2:6][CH2:7][CH:8]1[CH2:9]2.[Na+:14].[Na+:32].[Na+:37]>>[NH:2]([CH:3]1[CH:4]([C:10](=[O:11])[O:12][CH3:13])[CH:5]2[CH2:6][CH2:7][CH:8]1[CH2:9]2)[CH2:24][c:23]1[cH:22][c:21]([CH3:28])[c:20]([F:19])[cH:27][cH:26]1. Starting materials: C(C1=CC=CC=C1)=NN(C(=O)NCC(OC)OC)C1=CC(=C(C(=C1)Cl)CC1=CC=C(C=C1)C(C1=CC=C(C=C1)Cl)=O)Cl (1-benzylidene-2-{4-[4-(4-chlorobenzoyl)benzyl]-3,5-dichlorophenyl}-4-(2,2-dimethoxy)ethyl semicarbazide), Cl (hydrochloric acid). The solvent is C(C)#N (acetonitrile). Product: ClC1=CC=C(C(=O)C2=CC=C(CC3=C(C=C(C=C3Cl)N3N=CCNC3=O)Cl)C=C2)C=C1 (2-{4-[4-(4-chlorobenzoyl)benzyl]-3,5-dichlorophenyl}-4,5-dihydro-1,2,4-triazin-3(2H)-one). Yield: 96.0%. RXN SMILES: [CH:1](=[N:8][N:9]([C:19]1[CH:24]=[C:23]([Cl:25])[C:22]([CH2:26][C:27]2[CH:32]=[CH:31][C:30]([C:33](=[O:41])[C:34]3[CH:39]=[CH:38][C:37]([Cl:40])=[CH:36][CH:35]=3)=[CH:29][CH:28]=2)=[C:21]([Cl:42])[CH:20]=1)[C:10]([NH:12][CH2:13]C(OC)OC)=[O:11])C1C=CC=CC=1.Cl>C(#N)C>[Cl:40][C:37]1[CH:36]=[CH:35][C:34]([C:33]([C:30]2[CH:29]=[CH:28][C:27]([CH2:26][C:22]3[C:23]([Cl:25])=[CH:24][C:19]([N:9]4[C:10](=[O:11])[NH:12][CH2:13][CH:1]=[N:8]4)=[CH:20][C:21]=3[Cl:42])=[CH:32][CH:31]=2)=[O:41])=[CH:39][CH:38]=1. Procedure details: In 12 ml of acetonitrile was suspended 0.90 g of 1-benzylidene-2-{4-[4-(4-chlorobenzoyl)benzyl]-3,5-dichlorophenyl}-4-(2,2-dimethoxy)ethyl semicarbazide, and 0.15 g of conc. hydrochloric acid was added. The mixture was reacted at 20 to 25° C. for 1 hour, and precipitated crystals were collected by filtration to give the above-identified compound as colorless crystals (yield: 96%). Reactants: BrC=1C=C(C2=C(N1)N(N=C2CC)C(C)C)C(=O)OCC (ethyl 6-bromo-3-ethyl-1-isopropyl-1H-pyrazolo[3,4-b]pyridine-4-carboxylate), [OH-].[Na+] (NaOH). The solvent is C(C)O (ethanol), CCO (EtOH). Reaction conditions: temperature 60 celsius, time 1 hour. Yields the product BrC=1C=C(C2=C(N1)N(N=C2CC)C(C)C)C(=O)O (6-bromo-3-ethyl-1-isopropyl-1H-pyrazolo[3,4-b]pyridine-4-carboxylic acid). The yield is 81.7%. Reaction SMILES: [Br:1][C:2]1[CH:3]=[C:4]([C:16]([O:18]CC)=[O:17])[C:5]2[C:10]([CH2:11][CH3:12])=[N:9][N:8]([CH:13]([CH3:15])[CH3:14])[C:6]=2[N:7]=1.[OH-].[Na+]>CCO>[Br:1][C:2]1[CH:3]=[C:4]([C:16]([OH:18])=[O:17])[C:5]2[C:10]([CH2:11][CH3:12])=[N:9][N:8]([CH:13]([CH3:15])[CH3:14])[C:6]=2[N:7]=1 |f:1.2|. Procedure details: To a solution of ethyl 6-bromo-3-ethyl-1-isopropyl-1H-pyrazolo[3,4-b]pyridine-4-carboxylate (0.4 g, 1.176 mmol) in EtOH (7 mL), aqueous NaOH (0.062 g, 1.529 mmol in 1 mL water) was added and reaction mixture stirred at 60° C. for 1 h. After completion of the reaction, ethanol was removed under reduced pressure and it was acidified using 2N HCl and 10% citric acid solution. Solid obtained was filtered and azeotrope it with toluene to give the desired compound (0.3 g, 81.7%). The reactants are COC1=C(/C=C/C(=O)O)C=CC=C1 (trans-2-methoxycinnamic acid), C(=O)(N1C=NC=C1)N1C=NC=C1 (carbonyldiimidazole), C(C(C)C)N([C@@H](CCCCN)C(=O)O)S(=O)(=O)C1=CC=C(C=C1)[N+](=O)[O-] (Nα-isobutyl-Nα-(4-nitrobenzenesulfonyl)-L-lysine). Run in C1CCOC1 (THF), C(=O)([O-])[O-].[K+].[K+] (K2CO3), Cl (HCl). Run at time 1 hour. The product is C(C(C)C)N([C@@H](CCCCNC(\C=C\C1=C(C=CC=C1)OC)=O)C(=O)O)S(=O)(=O)C1=CC=C(C=C1)[N+](=O)[O-] (Nα-Isobutyl-Nα-(4-nitrobenzenesulfonyl)-Nε-(trans-2-methoxycinnamoyl)-L-lysine). Yield: 71.0%. RXN SMILES: [CH3:1][O:2][C:3]1[CH:13]=[CH:12][CH:11]=[CH:10][C:4]=1/[CH:5]=[CH:6]/[C:7]([OH:9])=O.C(N1C=CN=C1)(N1C=CN=C1)=O.[CH2:26]([N:30]([S:40]([C:43]1[CH:48]=[CH:47][C:46]([N+:49]([O-:51])=[O:50])=[CH:45][CH:44]=1)(=[O:42])=[O:41])[C@H:31]([C:37]([OH:39])=[O:38])[CH2:32][CH2:33][CH2:34][CH2:35][NH2:36])[CH:27]([CH3:29])[CH3:28]>C1COCC1.C([O-])([O-])=O.[K+].[K+].Cl>[CH2:26]([N:30]([S:40]([C:43]1[CH:48]=[CH:47][C:46]([N+:49]([O-:51])=[O:50])=[CH:45][CH:44]=1)(=[O:42])=[O:41])[C@H:31]([C:37]([OH:39])=[O:38])[CH2:32][CH2:33][CH2:34][CH2:35][NH:36][C:7](=[O:9])/[CH:6]=[CH:5]/[C:4]1[CH:10]=[CH:11][CH:12]=[CH:13][C:3]=1[O:2][CH3:1])[CH:27]([CH3:29])[CH3:28] |f:4.5.6|. Procedure details: A mixture of trans-2-methoxycinnamic acid (106 mg, 0.55 mmol) and carbonyldiimidazole (89 mg, 0.55 mmol) in THF (3 mL) was stirred at room temperature for 1 h, and then at 40° C. until gas evolution ceased. The mixture was cooled to room temperature and Nα-isobutyl-Nα-(4-nitrobenzenesulfonyl)-L-lysine (212 mg, 0.50 mmol) in solution in 1M K2CO3 was added. The reaction mixture was stirred at room temperature for 3 h, then diluted with 1N HCl and extracted with EtOAc. The organic layer was dried o...